From a dataset of the Open Reaction Database (ORD), a public repository of structured organic reaction records. describe an organic reaction: reactants, conditions, products, and yield The reactants are NC=1C(C(=O)OC)=CC(CC1C)(C)C(=O)OCC (methyl 2-amino-5-ethoxycarbonyl-3,5-dimethylbenzoate), C1(=CC=CC=C1)N(C=N)C1=CC=CC=C1 (N,N-diphenylformamidine), C(C)(=O)OCC (ethyl acetate). Run at temperature 200 celsius. The product is C(C)OC(=O)C=1C(=C2C(N(C=NC2=CC1C)C1=CC=CC=C1)=O)C (6-ethoxycarbonyl-5,7-dimethyl-3-phenyl-4(3H)-quinazolinone). Isolated yield 71.9%. Reaction SMILES: NC1[C:3](=[CH:8][C:9]([C:14]([O:16][CH2:17][CH3:18])=[O:15])(C)CC=1C)C(OC)=O.[C:19]1([N:25]([C:28]2[CH:33]=[CH:32][CH:31]=[CH:30][CH:29]=2)[CH:26]=[NH:27])[CH:24]=[CH:23][CH:22]=[CH:21][CH:20]=1.C(OCC)(=[O:36])C>>[CH2:17]([O:16][C:14]([C:9]1[C:8]([CH3:3])=[C:24]2[C:23](=[CH:22][C:21]=1[CH3:20])[N:27]=[CH:26][N:25]([C:28]1[CH:29]=[CH:30][CH:31]=[CH:32][CH:33]=1)[C:19]2=[O:36])=[O:15])[CH3:18]. Reported procedure: In an open flask a mixture consisting of 600 mg of methyl 2-amino-5-ethoxycarbonyl-3,5-dimethylbenzoate and 850 ml of N,N-diphenylformamidine was heated to 200° C. with occasional swirling. The temperature of the reaction mixture was maintained at around 200° C. for 1.5 hours. After cooling, the mixture was taken up in ethyl acetate, and the ethyl acetate extract was washed successively with dilute hydrochloric acid and water, and dried over sodium sulfate. The solvent was removed by evaporation...